From a dataset of the Open Reaction Database (ORD), a public repository of structured organic reaction records. describe an organic reaction: reactants, conditions, products, and yield The reactants are COc1ccc(-c2csc(NCc3ccc(C#N)cc3)n2)cc1, CCOC(C)=O, CN(C)C=O, [H-], CCCCI, [Na+]. Product: CCCCN(Cc1ccc(C#N)cc1)c1nc(-c2ccc(OC)cc2)cs1. RXN SMILES: [CH3:1][O:2][c:3]1[cH:4][cH:5][c:6](-[c:9]2[n:10][c:11]([NH:14][CH2:15][c:16]3[cH:17][cH:18][c:19]([C:20]#[N:21])[cH:22][cH:23]3)[s:12][cH:13]2)[cH:7][cH:8]1.[CH3:31][CH2:32][O:33][C:34](=[O:35])[CH3:36].[CH3:37][N:38]([CH3:39])[CH:40]=[O:41].[H-:24].[I:26][CH2:27][CH2:28][CH2:29][CH3:30].[Na+:25]>>[CH3:1][O:2][c:3]1[cH:4][cH:5][c:6](-[c:9]2[n:10][c:11]([N:14]([CH2:15][c:16]3[cH:17][cH:18][c:19]([C:20]#[N:21])[cH:22][cH:23]3)[CH2:27][CH2:28][CH2:29][CH3:30])[s:12][cH:13]2)[cH:7][cH:8]1. Reactants: IC=1C=C(C=CC1)C(CCCCN1CCC(CC1)C=1C=C(C=CC1)NC(C(C)C)=O)=O (N-(3-{1-[5-(3-iodophenyl)-5-oxopentyl]-4-piperidinyl}phenyl)-2-methylpropanamide), CN(N)C1=CC=CC=C1 (1-methyl-1-phenylhydrazine). Product: IC=1C=C(C=CC1)C=1N(C2=CC=CC=C2C1CCCN1CCC(CC1)C=1C=C(C=CC1)NC(C(C)C)=O)C (N-[3-(1-{3-[2-(3-IODOPHENYL)-1-METHYL-1H-INDOL-3-YL]PROPYL}-4-PIPERIDINYL)PHENYL]-2-METHYLPROPANAMIDE). Reaction SMILES: [I:1][C:2]1[CH:3]=[C:4]([C:8](=O)[CH2:9][CH2:10][CH2:11][CH2:12][N:13]2[CH2:18][CH2:17][CH:16]([C:19]3[CH:20]=[C:21]([NH:25][C:26](=[O:30])[CH:27]([CH3:29])[CH3:28])[CH:22]=[CH:23][CH:24]=3)[CH2:15][CH2:14]2)[CH:5]=[CH:6][CH:7]=1.[CH3:32][N:33]([C:35]1[CH:40]=[CH:39][CH:38]=[CH:37][CH:36]=1)N>>[I:1][C:2]1[CH:3]=[C:4]([C:8]2[N:33]([CH3:32])[C:35]3[C:40]([C:9]=2[CH2:10][CH2:11][CH2:12][N:13]2[CH2:18][CH2:17][CH:16]([C:19]4[CH:20]=[C:21]([NH:25][C:26](=[O:30])[CH:27]([CH3:29])[CH3:28])[CH:22]=[CH:23][CH:24]=4)[CH2:15][CH2:14]2)=[CH:39][CH:38]=[CH:37][CH:36]=3)[CH:5]=[CH:6][CH:7]=1. Procedure details: Prepared by Procedure E and Scheme M using N-(3-{1-[5-(3-iodophenyl)-5-oxopentyl]-4-piperidinyl}phenyl)-2-methylpropanamide and 1-methyl-1-phenylhydrazine: ESMS m/e: 620.2 (M+H)+. Reactants: NC[C@H]1N(CCC[C@H]1C)C(=O)C1=C(C=CC(=C1)C)C=1C=NN(C1)C (((2S,3R)-2-(aminomethyl)-3-methylpiperidin-1-yl)(5-methyl-2-(1-methyl-1H-pyrazol-4-yl)phenyl)methanone), BrC1=NC(=CC=C1)C (2-bromo-6-methylpyridine). The product is C[C@H]1[C@H](N(CCC1)C(=O)C1=C(C=CC(=C1)C)C=1C=NN(C1)C)CNC1=NC(=CC=C1)C (((2S,3R)-3-Methyl-2-(((6-methylpyridin-2-yl)amino)methyl)piperidin-1-yl)(5-methyl-2-(1-methyl-1H-pyrazol-4-yl)phenyl)methanone). Reaction SMILES: [NH2:1][CH2:2][C@@H:3]1[C@H:8]([CH3:9])[CH2:7][CH2:6][CH2:5][N:4]1[C:10]([C:12]1[CH:17]=[C:16]([CH3:18])[CH:15]=[CH:14][C:13]=1[C:19]1[CH:20]=[N:21][N:22]([CH3:24])[CH:23]=1)=[O:11].Br[C:26]1[CH:31]=[CH:30][CH:29]=[C:28]([CH3:32])[N:27]=1>>[CH3:9][C@@H:8]1[CH2:7][CH2:6][CH2:5][N:4]([C:10]([C:12]2[CH:17]=[C:16]([CH3:18])[CH:15]=[CH:14][C:13]=2[C:19]2[CH:20]=[N:21][N:22]([CH3:24])[CH:23]=2)=[O:11])[C@@H:3]1[CH2:2][NH:1][C:26]1[CH:31]=[CH:30][CH:29]=[C:28]([CH3:32])[N:27]=1. Procedure: The title compound was synthesized following the same general protocol as described in Example A44, using ((2S,3R)-2-(aminomethyl)-3-methylpiperidin-1-yl)(5-methyl-2-(1-methyl-1H-pyrazol-4-yl)phenyl)methanone and 2-bromo-6-methylpyridine. ESI-MS (m/z): 418 [M+1]+. Starting materials: CCCN(C)c1cc(NC(=O)OC(C)(C)C)c(N)cc1C#N, Cc1cc(-c2cccc(C(=O)CC(=O)OC(C)(C)C)c2)on1. Product: CCCN(C)c1cc(NC(=O)OC(C)(C)C)c(NC(=O)CC(=O)c2cccc(-c3cc(C)no3)c2)cc1C#N. Reaction SMILES: [C:1]([CH3:2])([CH3:3])([CH3:4])[O:5][C:6]([NH:7][c:8]1[c:9]([NH2:21])[cH:10][c:11]([C:19]#[N:20])[c:12]([N:14]([CH2:15][CH2:16][CH3:17])[CH3:18])[cH:13]1)=[O:22].[C:23]([CH3:25])([CH3:26])([O:27][C:28](=[O:24])[CH2:29][C:30](=[O:31])[c:32]1[cH:33][c:34](-[c:38]2[cH:39][c:40]([CH3:43])[n:41][o:42]2)[cH:35][cH:36][cH:37]1)[CH3:44]>>[C:1]([CH3:2])([CH3:3])([CH3:4])[O:5][C:6]([NH:7][c:8]1[c:9]([NH:21][C:28](=[O:27])[CH2:29][C:30](=[O:31])[c:32]2[cH:33][c:34](-[c:38]3[cH:39][c:40]([CH3:43])[n:41][o:42]3)[cH:35][cH:36][cH:37]2)[cH:10][c:11]([C:19]#[N:20])[c:12]([N:14]([CH2:15][CH2:16][CH3:17])[CH3:18])[cH:13]1)=[O:22]. The reactants are ClC1=CC2=C(C(C3=C(C=C2)C=C(C=C3)Cl)C=3C(NC(NC3)=O)=O)C=C1 (5-[2,8-Dichloro-5H-dibenzo[a,d]cyclohepten-5-yl]-2,4(1H,3H)-pyrimidinedione), C(C)OC(=O)C=1OC(=CC1)CBr (5-bromomethyl-2-furancarboxylic acid ethyl ester). Product: ClC1=CC2=C(C(C3=C(C=C2)C=C(C=C3)Cl)C=3C(NC(N(C3)CC3=CC=C(O3)C(=O)OCC)=O)=O)C=C1 (5-[[5-{2,8-Dichloro-5H-dibenzo[a,d]cyclohepten-5-yl}-3,4-dihydro-2,4-dioxo-1(2H)-pyrimidinyl]methyl]-2-furancarboxylic acid, ethyl ester). Reaction SMILES: [Cl:1][C:2]1[CH:25]=[CH:24][C:5]2[CH:6]([C:16]3[C:17](=[O:23])[NH:18][C:19](=[O:22])[NH:20][CH:21]=3)[C:7]3[CH:14]=[CH:13][C:12]([Cl:15])=[CH:11][C:8]=3[CH:9]=[CH:10][C:4]=2[CH:3]=1.[CH2:26]([O:28][C:29]([C:31]1[O:32][C:33]([CH2:36]Br)=[CH:34][CH:35]=1)=[O:30])[CH3:27]>>[Cl:15][C:12]1[CH:13]=[CH:14][C:7]2[CH:6]([C:16]3[C:17](=[O:23])[NH:18][C:19](=[O:22])[N:20]([CH2:36][C:33]4[O:32][C:31]([C:29]([O:28][CH2:26][CH3:27])=[O:30])=[CH:35][CH:34]=4)[CH:21]=3)[C:5]3[CH:24]=[CH:25][C:2]([Cl:1])=[CH:3][C:4]=3[CH:10]=[CH:9][C:8]=2[CH:11]=1. Reported procedure: The subtitle compound was prepared from the product of step (vi) (0.54 g) and 5-bromomethyl-2-furancarboxylic acid ethyl ester (J. Chem. Soc. Perkin Trans. 1, 1981, 1125, Bull. Chem. Soc. Jpn. 1987, 60, 1807)(0.34 g) according to the method of example 1 step (iv). Purification was by chromatography eluting with 30% ethyl acetate in isohexane. Yield 0.55 g. Reactants: BrC1=CC(=NC=C1)F (4-bromo-2-fluoro-pyridine), CS(=O)(=O)C (dimethylsulfone), Intermediate 14. Product: BrC1=CC(=NC=C1)CS(=O)(=O)C (4-bromo-2-methanesulfonylmethyl-pyridine). The yield is 91.0%. RXN SMILES: [Br:1][C:2]1[CH:7]=[CH:6][N:5]=[C:4](F)[CH:3]=1.[CH3:9][S:10]([CH3:13])(=[O:12])=[O:11]>>[Br:1][C:2]1[CH:7]=[CH:6][N:5]=[C:4]([CH2:9][S:10]([CH3:13])(=[O:12])=[O:11])[CH:3]=1. Procedure details: The title compound was prepared from 4-bromo-2-fluoro-pyridine and dimethylsulfone following a procedure analogous to that described in Step 1 for Intermediate 14. Yield: ca. 91% of theory (crude); LC (method 3): tR=2.01 min; Mass spectrum (ESI+): m/z=250/252 (Br) [M+H]+.